Task: describe an organic reaction: reactants, conditions, products, and yield. Dataset: the Open Reaction Database (ORD), a public repository of structured organic reaction records Starting materials: C(CCC)(=O)C=1C=NC2=C(C=CC=C2C1NC1=C(C=C(C=C1)F)C)O (3-butyryl-4-(4-fluoro-2-methylphenylamino)-8-hydroxyquinoline), CC(C)([O-])C.[K+] (potassium t-butoxide), COCCCl (chloroethyl methyl ether). The solvent is O1CCCC1 (tetrahydrofuran). Yields the product C(CCC)(=O)C=1C=NC2=C(C=CC=C2C1NC1=C(C=C(C=C1)F)C)OCCOC (3-butyryl-4-(4-fluoro-2-methylphenylamino)-8-(2-methoxyethoxy)quinoline). Yield: 10.3%. Reaction SMILES: [C:1]([C:6]1[CH:7]=[N:8][C:9]2[C:14]([C:15]=1[NH:16][C:17]1[CH:22]=[CH:21][C:20]([F:23])=[CH:19][C:18]=1[CH3:24])=[CH:13][CH:12]=[CH:11][C:10]=2[OH:25])(=[O:5])[CH2:2][CH2:3][CH3:4].CC(C)([O-])C.[K+].[CH3:32][O:33][CH2:34][CH2:35]Cl>O1CCCC1>[C:1]([C:6]1[CH:7]=[N:8][C:9]2[C:14]([C:15]=1[NH:16][C:17]1[CH:22]=[CH:21][C:20]([F:23])=[CH:19][C:18]=1[CH3:24])=[CH:13][CH:12]=[CH:11][C:10]=2[O:25][CH2:35][CH2:34][O:33][CH3:32])(=[O:5])[CH2:2][CH2:3][CH3:4] |f:1.2|. Procedure details: A solution of 3-butyryl-4-(4-fluoro-2-methylphenylamino)-8-hydroxyquinoline (3.38 g, 10 mmol) and potassium t-butoxide (1.68 g, 15 mmol) in tetrahydrofuran (75 ml) was warmed to near boiling, chloroethyl methyl ether (1.83 ml, 20 mmol) added, and the mixture heated at reflux for 3 days. The solvent was evaporated then the product taken up in dichloromethane, washed with water and brine, dried and evaporated. Chromatography (silica gel, ethyl acetate/2% acetic acid/0%-5% methanol) and recrystalli... Reported procedure: Prepared by proceeding in a similar manner to Intermediate 189, starting from benzyl (R)-1-ethylpyrrolidine-3-carboxylate (Intermediate 197). As a reaction SMILES: [CH2:1]([N:3]1[CH2:7][CH2:6][C@H:5]([C:8]([OH:10])=[O:9])[CH2:4]1)[CH3:2].C(N1CC[C@@H](C(OCC2C=CC=CC=2)=O)C1)C>>[CH2:1]([N:3]1[CH2:7][CH2:6][C@@H:5]([C:8]([OH:10])=[O:9])[CH2:4]1)[CH3:2]. Starting materials: C(C)N1C[C@H](CC1)C(=O)O ((S)-1-ethylpyrrolidine-3-carboxylic acid), C(C)N1C[C@@H](CC1)C(=O)OCC1=CC=CC=C1 (benzyl (R)-1-ethylpyrrolidine-3-carboxylate), C(C)N1C[C@@H](CC1)C(=O)OCC1=CC=CC=C1 (benzyl (R)-1-ethylpyrrolidine-3-carboxylate). Yields the product C(C)N1C[C@@H](CC1)C(=O)O ((R)-1-Ethylpyrrolidine-3-carboxylic acid). Reactants: ClC=1C=C(C=NC1)OC1=CC2=C(N(C(N(C2=O)CCCOC2OCCCC2)=O)C)N=C1 (6-((5-chloropyridin-3-yl)oxy)-1-methyl-3-(3-((tetrahydro-2H-pyran-2-yl)oxy)propyl)pyrido[2,3-d]pyrimidine-2,4(1H,3H)-dione), [Li+].CC(C)[N-]C(C)C (LDA), ClC1=CC=C(C=O)C=C1 (4-chlorobenzaldehyde). The solvent is C1CCOC1 (THF), C1CCOC1 (THF), CC(OCC)=O (EA), O (water). Conditions: temperature -78 celsius, time 1 hour. Product: ClC1=CC=C(C=C1)C(C1=C(C=NC=2N(C(N(C(C21)=O)CCCOC2OCCCC2)=O)C)OC=2C=NC=C(C2)Cl)O (5-((4-chlorophenyl)(hydroxy)methyl)-6-((5-chloropyridin-3-yl)oxy)-1-methyl-3-(3-((tetrahydro-2H-pyran-2-yl)oxy)propyl)pyrido[2,3-d]pyrimidine-2,4 (1H,3H)-dione). Yield: 19.3%. As a reaction SMILES: [Cl:1][C:2]1[CH:3]=[C:4]([O:8][C:9]2[CH:31]=[N:30][C:12]3[N:13]([CH3:29])[C:14](=[O:28])[N:15]([CH2:18][CH2:19][CH2:20][O:21][CH:22]4[CH2:27][CH2:26][CH2:25][CH2:24][O:23]4)[C:16](=[O:17])[C:11]=3[CH:10]=2)[CH:5]=[N:6][CH:7]=1.[Li+].CC([N-]C(C)C)C.[Cl:40][C:41]1[CH:48]=[CH:47][C:44]([CH:45]=[O:46])=[CH:43][CH:42]=1>C1COCC1.CC(=O)OCC.O>[Cl:40][C:41]1[CH:48]=[CH:47][C:44]([CH:45]([OH:46])[C:10]2[C:11]3[C:16](=[O:17])[N:15]([CH2:18][CH2:19][CH2:20][O:21][CH:22]4[CH2:27][CH2:26][CH2:25][CH2:24][O:23]4)[C:14](=[O:28])[N:13]([CH3:29])[C:12]=3[N:30]=[CH:31][C:9]=2[O:8][C:4]2[CH:5]=[N:6][CH:7]=[C:2]([Cl:1])[CH:3]=2)=[CH:43][CH:42]=1 |f:1.2|. Procedure details: To a solution of 6-((5-chloropyridin-3-yl)oxy)-1-methyl-3-(3-((tetrahydro-2H-pyran-2-yl)oxy)propyl)pyrido[2,3-d]pyrimidine-2,4(1H,3H)-dione (470 mg, 1.06 mmol) in THF (10 mL) at −78° C. was added LDA (2M in THF, 2.12 mL, 4.24 mmol) dropwise. The reaction was stirred at −78° C. for 1 h then 4-chlorobenzaldehyde (298.8 mg, 2.12 mmol) in THF (2 mL) was added. The reaction was stirred at −78° C. for 30 min then diluted with EA (10 mL) and water (10 mL). The organic layer was dried over Na2SO4, and c... Starting materials: FC(F)(F)c1nnc2ccc(N3CCNCC3)nn12, O=Cc1ccccn1. The product is FC(F)(F)c1nnc2ccc(N3CCN(Cc4ccccn4)CC3)nn12. RXN SMILES: [N:1]1([c:7]2[cH:8][cH:9][c:10]3[n:11]([n:12]2)[c:13]([C:16]([F:17])([F:18])[F:19])[n:14][n:15]3)[CH2:2][CH2:3][NH:4][CH2:5][CH2:6]1.[n:20]1[c:21]([CH:26]=[O:27])[cH:22][cH:23][cH:24][cH:25]1>>[N:1]1([c:7]2[cH:8][cH:9][c:10]3[n:11]([n:12]2)[c:13]([C:16]([F:17])([F:18])[F:19])[n:14][n:15]3)[CH2:2][CH2:3][N:4]([CH2:26][c:21]2[n:20][cH:25][cH:24][cH:23][cH:22]2)[CH2:5][CH2:6]1.